This data is from the Open Reaction Database (ORD), a public repository of structured organic reaction records. The task is: describe an organic reaction: reactants, conditions, products, and yield The reactants are O=C([O-])[O-], CC#N, [Cs+], [Cs+], CI, OC1CCN(c2nccnc2OC2CCN(c3ccc4ccccc4n3)CC2)CC1. Product: COC1CCN(c2nccnc2OC2CCN(c3ccc4ccccc4n3)CC2)CC1. Reaction SMILES: [C:31](=[O:32])([O-:33])[O-:34].[CH3:39][C:40]#[N:41].[Cs+:35].[Cs+:36].[I:37][CH3:38].[n:1]1[c:2]([N:11]2[CH2:12][CH2:13][CH:14]([O:17][c:18]3[c:19]([N:24]4[CH2:25][CH2:26][CH:27]([OH:30])[CH2:28][CH2:29]4)[n:20][cH:21][cH:22][n:23]3)[CH2:15][CH2:16]2)[cH:3][cH:4][c:5]2[cH:6][cH:7][cH:8][cH:9][c:10]12>>[n:1]1[c:2]([N:11]2[CH2:12][CH2:13][CH:14]([O:17][c:18]3[c:19]([N:24]4[CH2:25][CH2:26][CH:27]([O:30][CH3:31])[CH2:28][CH2:29]4)[n:20][cH:21][cH:22][n:23]3)[CH2:15][CH2:16]2)[cH:3][cH:4][c:5]2[cH:6][cH:7][cH:8][cH:9][c:10]12. Reactants: BrBr (bromine), C(C1=CC=CC=C1)(=O)OCCCCCCCCC=C(F)F (10,10-difluoro-9 decenyl benzoate), ester, [H-].[Na+] (sodium hydride), esters, C(C1=CC=CC=C1)(=O)OCCCCCCCCC(C(F)(F)Br)Br (9,10-dibromo-10,10-difluorodecyl benzoate), C(C1=CC=CC=C1)(=O)OCCCCCCCCC(C(F)(F)Br)Br (9,10-dibromo-10,10-difluorodecyl benzoate). The solvent is O1CCCC1 (tetrahydrofuran). Product: C(C1=CC=CC=C1)(=O)OCCCCCCCCC(=C(F)F)Br (9-bromo-10,10-difluoro-9-decenyl benzoate). Reaction SMILES: [C:1]([O:9][CH2:10][CH2:11][CH2:12][CH2:13][CH2:14][CH2:15][CH2:16][CH2:17][CH:18]([Br:23])[C:19](Br)([F:21])[F:20])(=[O:8])[C:2]1[CH:7]=[CH:6][CH:5]=[CH:4][CH:3]=1.BrBr.C(OCCCCCCCCC=C(F)F)(=O)C1C=CC=CC=1.[H-].[Na+]>O1CCCC1>[C:1]([O:9][CH2:10][CH2:11][CH2:12][CH2:13][CH2:14][CH2:15][CH2:16][CH2:17][C:18]([Br:23])=[C:19]([F:21])[F:20])(=[O:8])[C:2]1[CH:3]=[CH:4][CH:5]=[CH:6][CH:7]=1 |f:3.4|. Procedure details: After ester formation, additional reactions, most of which are described above, were utilized to further modify the esters themselves. For example, 9,10-dibromo-10,10-difluorodecyl benzoate (XXVI) was prepared by adding elemental bromine to 10,10-difluoro-9 decenyl benzoate (XXV). Subsequently, 9,10-dibromo-10,10-difluorodecyl benzoate was dehydrobrominated using sodium hydride in tetrahydrofuran, yielding 9-bromo-10,10-difluoro-9-decenyl benzoate (XXVII). In order to extend a hydrocarbon chain ... Product: OC1CCCCCC1n1cncn1. The reactants are CCCO, C1CCC2OC2CC1, C1=CCCCCC1, c1nc[nH]n1. Reaction SMILES: [CH2:21]([OH:22])[CH2:23][CH3:24].[CH:1]12[CH:2]([CH2:3][CH2:4][CH2:5][CH2:6][CH2:7]1)[O:8]2.[CH:9]1=[CH:15][CH2:14][CH2:13][CH2:12][CH2:11][CH2:10]1.[nH:16]1[n:17][cH:18][n:19][cH:20]1>>[CH:1]1([n:16]2[n:17][cH:18][n:19][cH:20]2)[CH:2]([OH:8])[CH2:3][CH2:4][CH2:5][CH2:6][CH2:7]1. The reactants are C(C)(=O)N1C(C(C2=CC=CC=C12)=C(C1=CC=CC=C1)OCC)=O (1-acetyl-3-(1-ethoxy-1-phenyl-methylidene)-2-indolinone), [OH-].[Na+] (sodium hydroxide). The solvent is O (water), C(C)O (ethanol). Reaction conditions: time 90 minute. Product: C(C)OC(C1=CC=CC=C1)=C1C(NC2=CC=CC=C12)=O (3-(1-ethoxy-1-phenyl-methylidene)-2-indolinone). As a reaction SMILES: C([N:4]1[C:12]2[C:7](=[CH:8][CH:9]=[CH:10][CH:11]=2)[C:6](=[C:13]([O:20][CH2:21][CH3:22])[C:14]2[CH:19]=[CH:18][CH:17]=[CH:16][CH:15]=2)[C:5]1=[O:23])(=O)C.[OH-].[Na+]>C(O)C.O>[CH2:21]([O:20][C:13](=[C:6]1[C:7]2[C:12](=[CH:11][CH:10]=[CH:9][CH:8]=2)[NH:4][C:5]1=[O:23])[C:14]1[CH:15]=[CH:16][CH:17]=[CH:18][CH:19]=1)[CH3:22] |f:1.2|. Procedure: 4.0 g (13.2 mmol) of 1-acetyl-3-(1-ethoxy-1-phenyl-methylidene)-2-indolinone are suspended in 50 ml of ethanol and after the addition of 10 ml of 4N sodium hydroxide solution stirred for 90 minutes at ambient temperature. The solution is diluted with 150 ml of water, the crystalline product is suction filtered, washed and dried.